Task: describe an organic reaction: reactants, conditions, products, and yield. Dataset: the Open Reaction Database (ORD), a public repository of structured organic reaction records The reactants are C[O-], CO, N#CCc1c(F)cc(Cl)cc1F, O=Cc1cccc(Cl)c1F, [Na+]. Yields the product N#CC(=Cc1cccc(Cl)c1F)c1c(F)cc(Cl)cc1F. Reaction SMILES: [CH3:23][O-:24].[CH3:26][OH:27].[Cl:1][c:2]1[cH:3][c:4]([F:12])[c:5]([CH2:9][C:10]#[N:11])[c:6]([F:8])[cH:7]1.[F:13][c:14]1[c:15]([CH:16]=[O:17])[cH:18][cH:19][cH:20][c:21]1[Cl:22].[Na+:25]>>[Cl:1][c:2]1[cH:3][c:4]([F:12])[c:5]([C:9]([C:10]#[N:11])=[CH:16][c:15]2[c:14]([F:13])[c:21]([Cl:22])[cH:20][cH:19][cH:18]2)[c:6]([F:8])[cH:7]1. Starting materials: N1C=NC=C1 (imidazole), C(C)OC(C(C(C(OC1=CC=C(C=C1)Cl)Br)=O)(C)C)=O (4-bromo-4-(4-chlorophenoxy)-2,2-dimethyl-3-keto-butanoic acid ethyl ester), C1(=CC=CC=2C(=CC=CC12)S(=O)(=O)O)S(=O)(=O)O (1,5-naphthalenedisulphonic acid). Solvent: C(C)#N (acetonitrile), CC(=O)C (acetone). Yields the product C1(=CC=CC=2C(=CC=CC12)S(=O)(=O)O)S(=O)(=O)O.C(C)OC(C(C(C(N1C=NC=C1)OC1=CC=C(C=C1)Cl)=O)(C)C)=O (4-(4-chlorophenoxy)-2,2-dimethyl-4-(imidazol-1-yl)-3-keto-butanoic acid ethyl ester 1,5-naphthalenedisulphonate). Isolated yield 54.8%. Reaction SMILES: [CH2:1]([O:3][C:4](=[O:20])[C:5]([CH3:19])([CH3:18])[C:6](=[O:17])[CH:7](Br)[O:8][C:9]1[CH:14]=[CH:13][C:12]([Cl:15])=[CH:11][CH:10]=1)[CH3:2].[NH:21]1[CH:25]=[CH:24][N:23]=[CH:22]1.[C:26]1([S:40]([OH:43])(=[O:42])=[O:41])[C:35]2[CH:34]=[CH:33][CH:32]=[C:31]([S:36]([OH:39])(=[O:38])=[O:37])[C:30]=2[CH:29]=[CH:28][CH:27]=1>C(#N)C.CC(C)=O>[C:26]1([S:40]([OH:43])(=[O:42])=[O:41])[C:35]2[CH:34]=[CH:33][CH:32]=[C:31]([S:36]([OH:39])(=[O:38])=[O:37])[C:30]=2[CH:29]=[CH:28][CH:27]=1.[CH2:1]([O:3][C:4](=[O:20])[C:5]([CH3:19])([CH3:18])[C:6](=[O:17])[CH:7]([O:8][C:9]1[CH:14]=[CH:13][C:12]([Cl:15])=[CH:11][CH:10]=1)[N:21]1[CH:25]=[CH:24][N:23]=[CH:22]1)[CH3:2] |f:5.6|. Reported procedure: 145 g (0.4 mol) of 4-bromo-4-(4-chlorophenoxy)-2,2-dimethyl-3-keto-butanoic acid ethyl ester were dissolved in 800 ml of acetonitrile. 100 g (1.45 mol) of imidazole were added and the mixture was heated for 20 hours under reflux. The solvent was then distilled off in vacuo, the residue was taken up in 500 ml of methylene chloride and the solution was washed three times with 200 ml of water each time, dried over sodium sulphate and concentrated. The oil which remained was dissolved in 800 ml of a... The reactants are C1CCOC1, CCOC(C)=O, Cl, COC(=O)c1cccc2c1c1c(O)cccc1n2Cc1cccc(I)c1, [NH4+], [OH-]. Yields the product NC(=O)c1cccc2c1c1c(O)cccc1n2Cc1cccc(I)c1. RXN SMILES: [CH2:30]1[O:31][CH2:32][CH2:33][CH2:34]1.[CH3:35][CH2:36][O:37][C:38](=[O:39])[CH3:40].[ClH:27].[I:1][c:2]1[cH:3][c:4]([CH2:8][n:9]2[c:10]3[cH:11][cH:12][cH:13][c:14]([C:23]([O:25][CH3:24])=[O:26])[c:15]3[c:16]3[c:17]([OH:22])[cH:18][cH:19][cH:20][c:21]23)[cH:5][cH:6][cH:7]1.[NH4+:28].[OH-:29]>>[I:1][c:2]1[cH:3][c:4]([CH2:8][n:9]2[c:10]3[cH:11][cH:12][cH:13][c:14]([C:23](=[O:25])[NH2:28])[c:15]3[c:16]3[c:17]([OH:22])[cH:18][cH:19][cH:20][c:21]23)[cH:5][cH:6][cH:7]1. Reported procedure: 2-(Difluoro(4-fluorophenyl)methyl)-7-methoxyquinazolin-4-ol was prepared according to the procedure described in Example 20 for preparation of 2-(difluoro(4-fluorophenyl)-7-fluoroquinazolin-4-ol, substituting 2-(2,2-difluoro-2-(4-fluorophenyl)acetamido)-4-fluorobenzamide in Example 20 with 2-(2,2-difluoro-2-(4-fluorophenyl)acetamido)-4-methoxybenzamide. The crude product (˜100% yield) was taken directly to the next step. 1H NMR (300 MHz, DMSO-d6) δ 3.89 (s, 3H), 7.16 (m, 2H), 7.39 (t, 2H), 7.75 ... RXN SMILES: FC1C(F)=C2C(=CC=1F)N=C(C1C=CC(F)=CC=1)N=C2O.FC(F)(C1C=CC(F)=CC=1)C(NC1C=C(F)C=CC=1C(N)=O)=O.[F:45][C:46]([F:68])([C:61]1[CH:66]=[CH:65][C:64]([F:67])=[CH:63][CH:62]=1)[C:47]([NH:49][C:50]1[CH:58]=[C:57]([O:59][CH3:60])[CH:56]=[CH:55][C:51]=1[C:52]([NH2:54])=[O:53])=O>>[F:45][C:46]([F:68])([C:61]1[CH:66]=[CH:65][C:64]([F:67])=[CH:63][CH:62]=1)[C:47]1[N:54]=[C:52]([OH:53])[C:51]2[C:50](=[CH:58][C:57]([O:59][CH3:60])=[CH:56][CH:55]=2)[N:49]=1. Reactants: FC(C(=O)NC1=C(C(=O)N)C=CC(=C1)OC)(C1=CC=C(C=C1)F)F (2-(2,2-difluoro-2-(4-fluorophenyl)acetamido)-4-methoxybenzamide), FC=1C(=C2C(=NC(=NC2=CC1F)C1=CC=C(C=C1)F)O)F (difluoro(4-fluorophenyl)-7-fluoroquinazolin-4-ol), FC(C(=O)NC1=C(C(=O)N)C=CC(=C1)F)(C1=CC=C(C=C1)F)F (2-(2,2-difluoro-2-(4-fluorophenyl)acetamido)-4-fluorobenzamide). The product is FC(C1=NC2=CC(=CC=C2C(=N1)O)OC)(C1=CC=C(C=C1)F)F (2-(Difluoro(4-fluorophenyl)methyl)-7-methoxyquinazolin-4-ol), crude product. Isolated yield 100.0%. Reactants: ClC=1C=CC=C2C=C(NC12)B1OC(C(O1)(C)C)(C)C (7-chloro-2-(4,4,5,5-tetramethyl-[1,3,2]dioxaborolan-2-yl)-1H-indole), CC1=CNC2=CC=CC=C12 (3-methyl-1H-indole). Product: CC1=C(NC2=CC=CC=C12)B1OC(C(O1)(C)C)(C)C (3-Methyl-2-(4,4,5,5-tetramethyl-(1,3,2)dioxaborolan-2-yl)-1H-indole). As a reaction SMILES: Cl[C:2]1[CH:3]=[CH:4][CH:5]=[C:6]2[C:10]=1[NH:9][C:8]([B:11]1[O:15][C:14]([CH3:17])([CH3:16])[C:13]([CH3:19])([CH3:18])[O:12]1)=[CH:7]2.[CH3:20]C1C2C(=CC=CC=2)NC=1>>[CH3:20][C:7]1[C:6]2[C:10](=[CH:2][CH:3]=[CH:4][CH:5]=2)[NH:9][C:8]=1[B:11]1[O:15][C:14]([CH3:17])([CH3:16])[C:13]([CH3:19])([CH3:18])[O:12]1. Procedure: Prepared according to a procedure analogous to that described for 7-chloro-2-(4,4,5,5-tetramethyl-[1,3,2]dioxaborolan-2-yl)-1H-indole using 3-methyl-1H-indole.